Task: describe an organic reaction: reactants, conditions, products, and yield. Dataset: the Open Reaction Database (ORD), a public repository of structured organic reaction records Starting materials: CN(C)C=O, CC(C)OC(=O)N1CCC(n2ccc3c(Cl)ncnc32)CC1, [H-], [Na+], O, COC(=O)c1ccc2[nH]ccc2c1. The product is COC(=O)c1ccc2c(ccn2-c2ncnc3c2ccn3C2CCN(C(=O)OC(C)C)CC2)c1. RXN SMILES: [CH3:36][N:37]([CH3:38])[CH:39]=[O:40].[Cl:14][c:15]1[c:16]2[c:17]([n:18][cH:19][n:20]1)[n:21]([CH:24]1[CH2:25][CH2:26][N:27]([C:30](=[O:31])[O:32][CH:33]([CH3:34])[CH3:35])[CH2:28][CH2:29]1)[cH:22][cH:23]2.[H-:41].[Na+:42].[OH2:43].[nH:1]1[cH:2][cH:3][c:4]2[cH:5][c:6]([C:10](=[O:11])[O:12][CH3:13])[cH:7][cH:8][c:9]12>>[n:1]1(-[c:15]2[c:16]3[c:17]([n:18][cH:19][n:20]2)[n:21]([CH:24]2[CH2:25][CH2:26][N:27]([C:30](=[O:31])[O:32][CH:33]([CH3:34])[CH3:35])[CH2:28][CH2:29]2)[cH:22][cH:23]3)[cH:2][cH:3][c:4]2[cH:5][c:6]([C:10](=[O:11])[O:12][CH3:13])[cH:7][cH:8][c:9]12. Reactants: ClC=1C=C2C3(C(N(C2=CC1)CC(C#N)(C)C)=O)OCCCO3 (3-(5′-chloro-2′-oxospiro[1,3-dioxane-2,3′-indol]-1′(2′H)-yl)-2,2-dimethylpropanenitrile), C1CCOC1 (THF), N (NH3). Reagents/catalysts: [Ni] (Raney Nickel). The solvent is CCO (EtOH). Reaction conditions: temperature 135 celsius. Product: ClC1=CC=2C3(C=4N(C2C=C1)CC(CN4)(C)C)OCCCO3 (8′-Chloro-3′,3′-dimethyl-3′,4′-dihydro-2′H-spiro[ 1,3-dioxane-2,10′-pyrimido[1,2-a]indole]), solid. Yield: 88.0%. As a reaction SMILES: [Cl:1][C:2]1[CH:3]=[C:4]2[C:8](=[CH:9][CH:10]=1)[N:7]([CH2:11][C:12]([CH3:16])([CH3:15])[C:13]#[N:14])[C:6](=O)[C:5]12[O:22][CH2:21][CH2:20][CH2:19][O:18]1.N.C1COCC1>[Ni].CCO>[Cl:1][C:2]1[CH:10]=[CH:9][C:8]2[N:7]3[CH2:11][C:12]([CH3:16])([CH3:15])[CH2:13][N:14]=[C:6]3[C:5]3([O:18][CH2:19][CH2:20][CH2:21][O:22]3)[C:4]=2[CH:3]=1. Reported procedure: A mixture of 3-(5′-chloro-2′-oxospiro[1,3-dioxane-2,3′-indol]-1′(2′H)-yl)-2,2-dimethylpropanenitrile (0.81 g, 2.53 mmol ), and wet Raney Nickel (0.88 g), in 2M EtOH.NH3 (60 mL) and THF (10 mL) was hydrogenated in a Parr Hydrogenation Bottle (500 mL) at 56 lb/in2 H2 for 17 hr. The Raney Nickel was removed by filtration through Sulka Floc and the filtrate was poured into a steel pressure vessel and heated at 135° C. for 22 hr. The reaction mixture was cooled to room temperature and concentrated. T... Reactants: O=C1NC2=CC(=CC=C2C1)C(=O)O (2-Oxo-2,3-dihydro-1H-indole-6-carboxylic acid), N1(CCCC1)CCOC=1C=C2C=C(NC2=CC1)C=O (5-(2-pyrrolidin-1-yl-ethoxy)-1H-indole-2-carbaldehyde). Yields the product O=C1NC2=CC(=CC=C2C1=CC=1NC2=CC=C(C=C2C1)OCCN1CCCC1)C(=O)O (2-Oxo-3-[5-(2-pyrrolidin-1-yl-ethoxy)-1H-indol-2-ylmethylene]-2,3-dihydro-1H-indole-6-carboxylic acid). Reaction SMILES: [O:1]=[C:2]1[CH2:10][C:9]2[C:4](=[CH:5][C:6]([C:11]([OH:13])=[O:12])=[CH:7][CH:8]=2)[NH:3]1.[N:14]1([CH2:19][CH2:20][O:21][C:22]2[CH:23]=[C:24]3[C:28](=[CH:29][CH:30]=2)[NH:27][C:26]([CH:31]=O)=[CH:25]3)[CH2:18][CH2:17][CH2:16][CH2:15]1>>[O:1]=[C:2]1[C:10](=[CH:31][C:26]2[NH:27][C:28]3[C:24]([CH:25]=2)=[CH:23][C:22]([O:21][CH2:20][CH2:19][N:14]2[CH2:18][CH2:17][CH2:16][CH2:15]2)=[CH:30][CH:29]=3)[C:9]2[C:4](=[CH:5][C:6]([C:11]([OH:13])=[O:12])=[CH:7][CH:8]=2)[NH:3]1. Procedure: 2-Oxo-2,3-dihydro-1H-indole-6-carboxylic acid was condensed with 5-(2-pyrrolidin-1-yl-ethoxy)-1H-indole-2-carbaldehyde to give the title compound. Reactants: CC(=O)OC(C)=O, OCC(CO)CO, c1ccncc1. Product: CC(=O)OCC(CO)CO. Reaction SMILES: [CH3:8][C:9](=[O:10])[O:11][C:12](=[O:13])[CH3:14].[OH:1][CH2:2][CH:3]([CH2:4][OH:5])[CH2:6][OH:7].[cH:15]1[cH:16][cH:17][n:18][cH:19][cH:20]1>>[O:1]([CH2:2][CH:3]([CH2:4][OH:5])[CH2:6][OH:7])[C:9]([CH3:8])=[O:10].